The task is: describe an organic reaction: reactants, conditions, products, and yield. This data is from the Open Reaction Database (ORD), a public repository of structured organic reaction records. The reactants are C(C)OC(CC1(OCCC2=C1NC1=C(C=C(C(=C21)Br)F)C)CCC)=O (5-Bromo-6-fluoro-8-methyl-1-propyl-1,3,4,9-tetrahydropyrano[3,4-b]indole-1-acetic acid ethyl ester), C(#N)[Cu] (CuCN). Solvent: CN1C(CCC1)=O (N-methyl-2-pyrrolidinone), O (water). Reaction conditions: temperature 220 celsius. Yields the product C(C)OC(CC1(OCCC2=C1NC1=C(C=C(C(=C21)C#N)F)C)CCC)=O (5-Cyano-6-fluoro-8-methyl-1-propyl-1,3,4,9-tetrahydropyrano[3,4-b]indole-1-acetic Acid Ethyl Ester). The yield is 93.9%. As a reaction SMILES: [CH2:1]([O:3][C:4](=[O:25])[CH2:5][C:6]1([CH2:22][CH2:23][CH3:24])[C:11]2[NH:12][C:13]3[C:18]([C:10]=2[CH2:9][CH2:8][O:7]1)=[C:17](Br)[C:16]([F:20])=[CH:15][C:14]=3[CH3:21])[CH3:2].[C:26]([Cu])#[N:27]>CN1CCCC1=O.O>[CH2:1]([O:3][C:4](=[O:25])[CH2:5][C:6]1([CH2:22][CH2:23][CH3:24])[C:11]2[NH:12][C:13]3[C:18]([C:10]=2[CH2:9][CH2:8][O:7]1)=[C:17]([C:26]#[N:27])[C:16]([F:20])=[CH:15][C:14]=3[CH3:21])[CH3:2]. Procedure: 5-Bromo-6-fluoro-8-methyl-1-propyl-1,3,4,9-tetrahydropyrano[3,4-b]indole-1-acetic acid ethyl ester (496 mg, 1.20 mmol) and CuCN (162 mg, 1.81 mmol) was dissolved in N-methyl-2-pyrrolidinone (6 mL) and the solution was divided into the 2 microwave reaction vessels (3.0 mL each). The reaction vessels were heated in microwave at 220° C. for 15 minutes. The reaction mixtures in 2 vessels were combined and then diluted with water (10 mL). The crude mixture was extracted with EtOAc (3×20 mL). The comb...